This data is from the Open Reaction Database (ORD), a public repository of structured organic reaction records. The task is: describe an organic reaction: reactants, conditions, products, and yield Starting materials: [BH4-].[K+] (potassium borohydride), C(#N)C1=C2CCC(C2=CC=C1)=O (4-cyano-1-indanone), O (water). Run in O1CCCC1 (tetrahydrofuran). Product: OC1CCC=2C(=CC=CC12)C#N (1-hydroxy-4-indanecarbonitrile). The yield is 94.7%. RXN SMILES: [C:1]([C:3]1[CH:11]=[CH:10][CH:9]=[C:8]2[C:4]=1[CH2:5][CH2:6][C:7]2=[O:12])#[N:2].[BH4-].[K+].O>O1CCCC1>[OH:12][CH:7]1[C:8]2[CH:9]=[CH:10][CH:11]=[C:3]([C:1]#[N:2])[C:4]=2[CH2:5][CH2:6]1 |f:1.2|. Procedure: 1.46 g of 4-cyano-1-indanone in 131 ml of tetrahydrofuran is cooled to +5° C., 1 g of potassium borohydride is added in small fractions, with agitation for one hour 15 minutes, followed by pouring over 200 ml of water containing sodium chloride, and extraction with isopropyl ether. The organic phase is dried, brought to dryness under reduced pressure and the residue is chromatographed on silica in a hexane-ethyl acetate mixture (6-4). 1.40 g of expected product is obtained, M.p.=98° C. Starting materials: BrC=1C(=C(C(=O)OC)C(=CC1)CS(=O)(=O)C1=C(C=C(C=C1)F)Br)OC (methyl 3-bromo-6-(2-bromo-4-fluorobenzenesulphonylmethyl)-2-methoxybenzoate), BrC=1C(=C(C(=O)OC)C(=CC1)CS(=O)(=O)C1=C(C=C(C=C1)F)Br)OC (methyl 3-bromo-6-(2-bromo-4-fluorobenzenesulphonylmethyl)-2-methoxybenzoate), C(CCC)[Sn](\C=C/CO)(CCCC)CCCC (3-tributylstannyl-(Z)-prop-2-en-1-ol). The reagents and catalysts are C=1C=CC(=CC1)/C=C/C(=O)/C=C/C2=CC=CC=C2.C=1C=CC(=CC1)/C=C/C(=O)/C=C/C2=CC=CC=C2.C=1C=CC(=CC1)/C=C/C(=O)/C=C/C2=CC=CC=C2.[Pd].[Pd] (tris(dibenzylideneacetone)dipalladium). The solvent is C1(=CC=CC=C1)C (toluene). Conditions: temperature 30 celsius. The product is BrC=1C(=C(C(=O)OC)C(=CC1)CS(=O)(=O)C1=C(C=C(C=C1)F)\C=C/CO)OC ((Z)-methyl 3-bromo-6-((4-fluoro-2-(3-hydroxyprop-1-enyl)benzenesulfonyl)methyl)-2-methoxybenzoate). Isolated yield 22.7%. Reaction SMILES: [Br:1][C:2]1[C:3]([O:24][CH3:25])=[C:4]([C:9]([CH2:12][S:13]([C:16]2[CH:21]=[CH:20][C:19]([F:22])=[CH:18][C:17]=2Br)(=[O:15])=[O:14])=[CH:10][CH:11]=1)[C:5]([O:7][CH3:8])=[O:6].C([Sn](CCCC)(CCCC)/[CH:31]=[CH:32]\[CH2:33][OH:34])CCC>C1(C)C=CC=CC=1.C1C=CC(/C=C/C(/C=C/C2C=CC=CC=2)=O)=CC=1.C1C=CC(/C=C/C(/C=C/C2C=CC=CC=2)=O)=CC=1.C1C=CC(/C=C/C(/C=C/C2C=CC=CC=2)=O)=CC=1.[Pd].[Pd]>[Br:1][C:2]1[C:3]([O:24][CH3:25])=[C:4]([C:9]([CH2:12][S:13]([C:16]2[CH:21]=[CH:20][C:19]([F:22])=[CH:18][C:17]=2/[CH:31]=[CH:32]\[CH2:33][OH:34])(=[O:15])=[O:14])=[CH:10][CH:11]=1)[C:5]([O:7][CH3:8])=[O:6] |f:3.4.5.6.7|. Procedure: A mixture of methyl 3-bromo-6-(2-bromo-4-fluorobenzenesulphonylmethyl)-2-methoxybenzoate (Intermediate 163, 0.916 g), 3-tributylstannyl-(Z)-prop-2-en-1-ol (prepared according to Webb et al, Tetrahedron, 2008, 64, 4778, 0.833 g) and tris(dibenzylideneacetone)dipalladium (0) (0.085 g) in toluene (12 ml) was degassed with argon. Tri-tert-butylphosphine (1M in toluene, 0.20 ml) was added and the mixture was again degassed then heated to 30° C. for 3 hours. After cooling, the mixture was diluted with... The reactants are CCB(CC)CC, C1CCOC1, Cc1ccc(S(=O)(=O)NN=Cc2cccc(C#Cc3ccc(OC(F)F)cc3)c2)cc1, [Na+], [OH-], O. The product is CCCc1cccc(C#Cc2ccc(OC(F)F)cc2)c1. Reaction SMILES: [CH2:32]([CH3:33])[B:34]([CH2:35][CH3:36])[CH2:37][CH3:38].[CH2:42]1[O:43][CH2:44][CH2:45][CH2:46]1.[F:1][CH:2]([O:3][c:4]1[cH:5][cH:6][c:7]([C:10]#[C:11][c:12]2[cH:13][c:14]([CH:18]=[N:19][NH:20][S:21]([c:22]3[cH:23][cH:24][c:25]([CH3:26])[cH:27][cH:28]3)(=[O:29])=[O:30])[cH:15][cH:16][cH:17]2)[cH:8][cH:9]1)[F:31].[Na+:40].[OH-:39].[OH2:41]>>[F:1][CH:2]([O:3][c:4]1[cH:5][cH:6][c:7]([C:10]#[C:11][c:12]2[cH:13][c:14]([CH2:18][CH2:32][CH3:33])[cH:15][cH:16][cH:17]2)[cH:8][cH:9]1)[F:31]. Starting materials: COC(=O)c1ccc(N2CCN(C(=O)c3ccccc3C(F)(F)F)CC2)nn1, [Li+], C1CCOC1, [OH-], O, O. Yields the product O=C(O)c1ccc(N2CCN(C(=O)c3ccccc3C(F)(F)F)CC2)nn1. As a reaction SMILES: [CH3:1][O:2][C:3](=[O:4])[c:5]1[n:6][n:7][c:8]([N:11]2[CH2:12][CH2:13][N:14]([C:17]([c:18]3[c:19]([C:24]([F:25])([F:26])[F:27])[cH:20][cH:21][cH:22][cH:23]3)=[O:28])[CH2:15][CH2:16]2)[cH:9][cH:10]1.[Li+:30].[O:33]1[CH2:34][CH2:35][CH2:36][CH2:37]1.[OH-:29].[OH2:31].[OH2:32]>>[O:2]=[C:3]([OH:4])[c:5]1[n:6][n:7][c:8]([N:11]2[CH2:12][CH2:13][N:14]([C:17]([c:18]3[c:19]([C:24]([F:25])([F:26])[F:27])[cH:20][cH:21][cH:22][cH:23]3)=[O:28])[CH2:15][CH2:16]2)[cH:9][cH:10]1. Reactants: C(C)OC(=O)C1=NC(=CC=C1C(=O)OCC)COC1=CC=CC=C1 (6-phenoxymethylpyridine-2,3-dicarboxylic acid diethyl ester), Cl (hydrochloric acid). Reagents/catalysts: [Br-].C(CCC)[N+](CCCC)(CCCC)CCCC (tetrabutylammonium bromide). Run in O (water), [OH-].[Na+] (sodium hydroxide). Product: O(C1=CC=CC=C1)CC1=CC=C(C(=N1)C(=O)O)C(=O)O (6-phenoxymethylpyridine-2,3-dicarboxylic acid). Reaction SMILES: C([O:3][C:4]([C:6]1[C:11]([C:12]([O:14]CC)=[O:13])=[CH:10][CH:9]=[C:8]([CH2:17][O:18][C:19]2[CH:24]=[CH:23][CH:22]=[CH:21][CH:20]=2)[N:7]=1)=[O:5])C.Cl>[Br-].C([N+](CCCC)(CCCC)CCCC)CCC.[OH-].[Na+].O>[O:18]([CH2:17][C:8]1[N:7]=[C:6]([C:4]([OH:5])=[O:3])[C:11]([C:12]([OH:14])=[O:13])=[CH:10][CH:9]=1)[C:19]1[CH:20]=[CH:21][CH:22]=[CH:23][CH:24]=1 |f:2.3,4.5|. Procedure details: 42 g of 6-phenoxymethylpyridine-2,3-dicarboxylic acid diethyl ester are added to a solution of 0.5 g of tetrabutylammonium bromide in 140 ml of 15% aqueous sodium hydroxide solution while stirring. The resulting suspension is heated to 80° and stirred for one hour. The reaction mixture is then diluted with 300 ml of water and the solution is acidified to pH 2 using concentrated hydrochloric acid, during the course of which a precipitate forms which is filtered off with suction. The filtration re... Starting materials: CC1=C(C(=C(C(=C1C=O)OC)OC)OC)OC (6-methyl-2,3,4,5-tetramethoxybenzaldehyde), CC1=C(C(=C(C(=C1/C=C/C(=O)OCC)OC)OC)OC)OC (Ethyl (E)-3-(6-methyl-2,3,4,5-tetramethoxyphenyl)-propenoate). Product: CC1=C(C(=C(C(=C1/C=C(/C(=O)OCC)\CCC)OC)OC)OC)OC (Ethyl (E)-3-(6-methyl-2,3,4,5-tetramethoxyphenyl)-2-propylpropenoate), product. Isolated yield 43.0%. RXN SMILES: [CH3:1][C:2]1[C:7]([CH:8]=O)=[C:6]([O:10][CH3:11])[C:5]([O:12][CH3:13])=[C:4]([O:14][CH3:15])[C:3]=1[O:16][CH3:17].CC1[C:24](/[CH:25]=[CH:26]/[C:27]([O:29][CH2:30][CH3:31])=[O:28])=[C:23](OC)C(OC)=C(OC)C=1OC>>[CH3:1][C:2]1[C:7](/[CH:8]=[C:26](\[CH2:25][CH2:24][CH3:23])/[C:27]([O:29][CH2:30][CH3:31])=[O:28])=[C:6]([O:10][CH3:11])[C:5]([O:12][CH3:13])=[C:4]([O:14][CH3:15])[C:3]=1[O:16][CH3:17]. Reported procedure: Compound 8d was prepared from 7 (0.437 g, 1.82 mmol) as described above for 8a to give 0.275 g (0.780 mmol, 43%) of the product as a colorless oil following flash chromatography (1:3 EtOAc:hexanes). The reactants are crude material, BrC=1C(=C(C=O)C=CC1)F (3-bromo-2-fluorobenzaldehyde), FC1=CC(=C(C=C1)[Mg]Br)OC ((4-fluoro-2-methoxyphenyl)magnesium bromide), FC1=CC(=C(C=C1)[Mg]Br)OC ((4-fluoro-2-methoxyphenyl) magnesium bromide). The solvent is C(Cl)Cl (CH2Cl2), C1CCOC1 (THF). Conditions: time 50 minute. The product is BrC=1C(=C(C=CC1)C(O)C1=C(C=C(C=C1)F)OC)F ((3-Bromo-2-fluorophenyl)(4-fluoro-2-methoxyphenyl)methanol). Yield: 82.0%. As a reaction SMILES: [Br:1][C:2]1[C:3]([F:10])=[C:4]([CH:7]=[CH:8][CH:9]=1)[CH:5]=[O:6].[F:11][C:12]1[CH:17]=[CH:16][C:15]([Mg]Br)=[C:14]([O:20][CH3:21])[CH:13]=1>C1COCC1.C(Cl)Cl>[Br:1][C:2]1[C:3]([F:10])=[C:4]([CH:5]([C:15]2[CH:16]=[CH:17][C:12]([F:11])=[CH:13][C:14]=2[O:20][CH3:21])[OH:6])[CH:7]=[CH:8][CH:9]=1. Procedure: To a solution of 3-bromo-2-fluorobenzaldehyde (1.5 g, 7.39 mmol) in THF (Volume: 32.1 ml) cooled to 0° C. was added (4-fluoro-2-methoxyphenyl) magnesium bromide (17.73 ml, 8.87 mmol). After 50 min, additional (4-fluoro-2-methoxyphenyl)magnesium bromide (17.73 ml, 8.87 mmol) was added. The reaction was quenched with a saturated aqueous solution of NH4Cl. The reaction mixture was diluted with CH2Cl2. The layers were separated and the aqueous phase extracted with CH2Cl2 (2×). Organics combined, dri...